Dataset: the Open Reaction Database (ORD), a public repository of structured organic reaction records. Task: describe an organic reaction: reactants, conditions, products, and yield Starting materials: CC(=O)O (AcOH), COC(CC=1C2=C(N3CC(CCC13)N(C)S(=O)(=O)C1=CC=C(C=C1)F)N=CC=C2)=O ((±)-{8-[(4-fluoro-benzenesulfonyl)-methyl-amino]6,7,8,9-tetrahydro-pyrido[3,2-b]indolizin-5-yl}-acetic acid methyl ester), C1CCOC1.O (THF water), [Li+].[OH-] (LiOH). Run in [Cl-].[Na+].O (brine), 121. Conditions: time 1 hour. Yields the product FC1=CC=C(C=C1)S(=O)(=O)N(C1CN2C3=C(C(=C2CC1)CC(=O)O)C=CC=N3)C ((±)-{8-[(4-fluoro-benzenesulfonyl)-methyl-amino]-6,7,8,9-tetrahydro-pyrido[3,2-b]indolizin-5-yl}-acetic acid). Isolated yield 73.8%. RXN SMILES: C[O:2][C:3](=[O:30])[CH2:4][C:5]1[C:6]2[CH:29]=[CH:28][CH:27]=[N:26][C:7]=2[N:8]2[C:13]=1[CH2:12][CH2:11][CH:10]([N:14]([S:16]([C:19]1[CH:24]=[CH:23][C:22]([F:25])=[CH:21][CH:20]=1)(=[O:18])=[O:17])[CH3:15])[CH2:9]2.C1COCC1.O.[Li+].[OH-].CC(O)=O>[Cl-].[Na+].O>[F:25][C:22]1[CH:23]=[CH:24][C:19]([S:16]([N:14]([CH3:15])[CH:10]2[CH2:11][CH2:12][C:13]3[N:8]([C:7]4[N:26]=[CH:27][CH:28]=[CH:29][C:6]=4[C:5]=3[CH2:4][C:3]([OH:30])=[O:2])[CH2:9]2)(=[O:17])=[O:18])=[CH:20][CH:21]=1 |f:1.2,3.4,6.7.8|. Procedure: To a solution of (±)-{8-[(4-fluoro-benzenesulfonyl)-methyl-amino]6,7,8,9-tetrahydro-pyrido[3,2-b]indolizin-5-yl}-acetic acid methyl ester (28 mg) in 4 mL of 121 THF/water was added 0.2 mL of 1 N aqueous LiOH solution. After stirring for 1 h at room temperature, AcOH (0.2 mL) and 4 mL of brine were added and the mixture was extracted with 2×10 mL of EA, dried over Na2SO4. After filtration and concentration, the residue was purified by silica gel chromatography eluted with 50% EtOAc/hexane contain...